This data is from the Open Reaction Database (ORD), a public repository of structured organic reaction records. The task is: describe an organic reaction: reactants, conditions, products, and yield Starting materials: COCCOC, Clc1cc(Cl)ncn1, OB(O)c1ccc(C(F)(F)F)cc1, [K+], [K+], [K+], N#N, O, O=P([O-])([O-])[O-], c1ccc(P(c2ccccc2)(c2ccccc2)[Pd](P(c2ccccc2)(c2ccccc2)c2ccccc2)(P(c2ccccc2)(c2ccccc2)c2ccccc2)P(c2ccccc2)(c2ccccc2)c2ccccc2)cc1. Yields the product FC(F)(F)c1ccc(-c2cc(Cl)ncn2)cc1. RXN SMILES: [CH2:32]([CH2:33][O:34][CH3:35])[O:36][CH3:37].[Cl:1][c:2]1[n:3][cH:4][n:5][c:6]([Cl:8])[cH:7]1.[F:9][C:10]([c:11]1[cH:12][cH:13][c:14]([B:17]([OH:18])[OH:19])[cH:15][cH:16]1)([F:20])[F:21].[K+:27].[K+:28].[K+:29].[N:30]#[N:31].[OH2:38].[P:22]([O-:23])([O-:24])([O-:25])=[O:26].[cH:39]1[cH:40][cH:41][c:42]([P:43]([Pd:44]([P:45]([c:46]2[cH:47][cH:48][cH:49][cH:50][cH:51]2)([c:52]2[cH:53][cH:54][cH:55][cH:56][cH:57]2)[c:58]2[cH:59][cH:60][cH:61][cH:62][cH:63]2)([P:64]([c:65]2[cH:66][cH:67][cH:68][cH:69][cH:70]2)([c:71]2[cH:72][cH:73][cH:74][cH:75][cH:76]2)[c:77]2[cH:78][cH:79][cH:80][cH:81][cH:82]2)[P:83]([c:84]2[cH:85][cH:86][cH:87][cH:88][cH:89]2)([c:90]2[cH:91][cH:92][cH:93][cH:94][cH:95]2)[c:96]2[cH:97][cH:98][cH:99][cH:100][cH:101]2)([c:102]2[cH:103][cH:104][cH:105][cH:106][cH:107]2)[c:108]2[cH:109][cH:110][cH:111][cH:112][cH:113]2)[cH:114][cH:115]1>>[Cl:1][c:2]1[n:3][cH:4][n:5][c:6](-[c:14]2[cH:13][cH:12][c:11]([C:10]([F:9])([F:20])[F:21])[cH:16][cH:15]2)[cH:7]1. The reactants are C(C)OC(C1=CC=C(C=C1)NN)=O (4-hydrazinobenzoic acid ethyl ester), FC(C(CC#N)=O)(F)F (4,4,4-trifluoro-3-oxobutyronitrile). The product is NC1=CC(=NN1C1=CC=C(C(=O)OCC)C=C1)C(F)(F)F (ethyl 4-[5-amino-3-(trifluoromethyl)-1H-pyrazol-1-yl]benzoate). Isolated yield 90.6%. As a reaction SMILES: [CH2:1]([O:3][C:4](=[O:13])[C:5]1[CH:10]=[CH:9][C:8]([NH:11][NH2:12])=[CH:7][CH:6]=1)[CH3:2].[F:14][C:15]([F:22])([F:21])[C:16](=O)[CH2:17][C:18]#[N:19]>>[NH2:19][C:18]1[N:11]([C:8]2[CH:9]=[CH:10][C:5]([C:4]([O:3][CH2:1][CH3:2])=[O:13])=[CH:6][CH:7]=2)[N:12]=[C:16]([C:15]([F:22])([F:21])[F:14])[CH:17]=1. Procedure details: Using the same method as Example QQ, 4-hydrazinobenzoic acid ethyl ester (From Example A82, 3.0 g, 16.6 mmol) and commercially available 1N NH 4,4,4-trifluoro-3-oxobutyronitrile (3.4 g, 24.9 mmol) were combined to afford ethyl 4-[5-amino-3-(trifluoromethyl)-1H-pyrazol-1-yl]benzoate (4.5 g, 91% yield), which was used to the next reaction without further purification. The reactants are C(C1=CC=CC=C1)N(CCC(C)(C)F)CC1=CC=CC=C1 (N,N-dibenzyl-3-fluoro-3-methylbutan-1-amine), C(C)(=O)O (acetic acid). The reagents and catalysts are [Pd] (palladium on carbon), [Pd] (Pd/C). The solvent is CO (MeOH). Yields the product C(C)(=O)O.FC(CCN)(C)C (3-Fluoro-3-methylbutan-1-amine acetic acid salt). As a reaction SMILES: C([N:8](CC1C=CC=CC=1)[CH2:9][CH2:10][C:11]([F:14])([CH3:13])[CH3:12])C1C=CC=CC=1.[C:22]([OH:25])(=[O:24])[CH3:23]>CO.[Pd]>[C:22]([OH:25])(=[O:24])[CH3:23].[F:14][C:11]([CH3:13])([CH3:12])[CH2:10][CH2:9][NH2:8] |f:4.5|. Reported procedure: Treat a solution of N,N-dibenzyl-3-fluoro-3-methylbutan-1-amine (18.03 g, 63.2 mmol) in MeOH (150 mL) and acetic acid (7.23 mL, 126 mmol) with 10% Pd/C (3.36 g, 3.16 mmol) and hydrogenate (345 kPa) for 2.5 days. Add additional palladium on carbon (1 g) and hydrogenate the mixture (345 kPa) overnight. Filter the mixture through diatomaceous earth, rinse well with MeOH and concentrate the filtrate to dryness to afford the title compound MS (m/z): 106.1 (M-AcOH+1). The reactants are BrC1=CC(=NC=C1C)C (4-bromo-2,5-dimethylpyridine), C(=O)(O)C1=CC=C(C=C1)B(O)O (4-carboxyphenylboronic acid), 18. Yields the product CC1=NC=C(C(=C1)C1=CC=C(C(=O)O)C=C1)C (4-(2,5-Dimethylpyridin-4-yl)benzoic acid). As a reaction SMILES: Br[C:2]1[C:7]([CH3:8])=[CH:6][N:5]=[C:4]([CH3:9])[CH:3]=1.[C:10]([C:13]1[CH:18]=[CH:17][C:16](B(O)O)=[CH:15][CH:14]=1)([OH:12])=[O:11]>>[CH3:9][C:4]1[CH:3]=[C:2]([C:16]2[CH:17]=[CH:18][C:13]([C:10]([OH:12])=[O:11])=[CH:14][CH:15]=2)[C:7]([CH3:8])=[CH:6][N:5]=1. Procedure: The title compound was prepared from 4-bromo-2,5-dimethylpyridine (WO 93/15062) and 4-carboxyphenylboronic acid using a similar procedure to Description 18 as a white solid (67%). Reactants: CC(=O)O, [Cl-], N#CC(c1ccc(Cl)c(Cl)c1)c1c(Cl)cc(N)cc1Cl, Cl, O=N[O-], [Na+], O. Product: N#CC(c1ccc(Cl)c(Cl)c1)c1c(Cl)cc(NN)cc1Cl. Reaction SMILES: [CH3:26][C:27](=[O:28])[OH:29].[Cl-:25].[Cl:1][c:2]1[cH:3][c:4]([NH2:5])[cH:6][c:7]([Cl:20])[c:8]1[CH:9]([c:10]1[cH:11][c:12]([Cl:17])[c:13]([Cl:16])[cH:14][cH:15]1)[C:18]#[N:19].[ClH:31].[N:21]([O-:22])=[O:23].[Na+:24].[OH2:30]>>[Cl:1][c:2]1[cH:3][c:4]([NH:5][NH2:21])[cH:6][c:7]([Cl:20])[c:8]1[CH:9]([c:10]1[cH:11][c:12]([Cl:17])[c:13]([Cl:16])[cH:14][cH:15]1)[C:18]#[N:19].